The task is: describe an organic reaction: reactants, conditions, products, and yield. This data is from the Open Reaction Database (ORD), a public repository of structured organic reaction records. The reactants are CC(=O)O, CCOC(=O)N1C2C=CC(CC2)C1c1cccnc1. Product: CCOC(=O)N1C2CCC(CC2)C1c1cccnc1. Reaction SMILES: [CH3:20][C:21](=[O:22])[OH:23].[n:1]1[cH:2][c:3]([CH:7]2[N:8]([C:15](=[O:16])[O:17][CH2:18][CH3:19])[CH:9]3[CH:10]=[CH:11][CH:12]2[CH2:13][CH2:14]3)[cH:4][cH:5][cH:6]1>>[n:1]1[cH:2][c:3]([CH:7]2[N:8]([C:15](=[O:16])[O:17][CH2:18][CH3:19])[CH:9]3[CH2:10][CH2:11][CH:12]2[CH2:13][CH2:14]3)[cH:4][cH:5][cH:6]1. Starting materials: CN(C)c1cccc(N(CC(=O)O)S(=O)(=O)c2ccc(C(C)(C)C)cc2)c1, CNCc1cccnc1. The product is CN(Cc1cccnc1)C(=O)CN(c1cccc(N(C)C)c1)S(=O)(=O)c1ccc(C(C)(C)C)cc1. As a reaction SMILES: [C:1]([CH3:2])([CH3:3])([CH3:4])[c:5]1[cH:6][cH:7][c:8]([S:11](=[O:12])(=[O:13])[N:14]([c:15]2[cH:16][c:17]([N:21]([CH3:22])[CH3:23])[cH:18][cH:19][cH:20]2)[CH2:24][C:25](=[O:26])[OH:27])[cH:9][cH:10]1.[CH3:28][NH:29][CH2:30][c:31]1[cH:32][n:33][cH:34][cH:35][cH:36]1>>[C:1]([CH3:2])([CH3:3])([CH3:4])[c:5]1[cH:6][cH:7][c:8]([S:11](=[O:12])(=[O:13])[N:14]([c:15]2[cH:16][c:17]([N:21]([CH3:22])[CH3:23])[cH:18][cH:19][cH:20]2)[CH2:24][C:25](=[O:27])[N:29]([CH3:28])[CH2:30][c:31]2[cH:32][n:33][cH:34][cH:35][cH:36]2)[cH:9][cH:10]1.